From a dataset of the Open Reaction Database (ORD), a public repository of structured organic reaction records. describe an organic reaction: reactants, conditions, products, and yield The reactants are COC(C[C@@H]1COC2=C1C=CC(=C2)O[C@@H]2CCC1=C(C=CC(=C21)F)O)=O ({(S)-6-[(R)-7-fluoro-4-hydroxy-indan-1-yloxy]-2,3-dihydro-benzofuran-3-yl}-acetic acid methyl ester), COC1=NC=C(C=N1)B(O)O (2-methoxy-5-pyrimidineboronic acid), Intermediate 6. Yields the product COC(C[C@@H]1COC2=C1C=CC(=C2)O[C@@H]2CCC1=C(C=CC(=C21)F)OC=2C=NC(=NC2)OC)=O ({(S)-6-[(R)-7-Fluoro-4-(2-methoxy-pyrimid-5-yloxy)-indan-1-yloxy]-2,3-dihydro-benzofuran-3-yl}-acetic acid methyl ester). Reaction SMILES: [CH3:1][O:2][C:3](=[O:26])[CH2:4][C@H:5]1[C:9]2[CH:10]=[CH:11][C:12]([O:14][C@H:15]3[C:23]4[C:18](=[C:19]([OH:25])[CH:20]=[CH:21][C:22]=4[F:24])[CH2:17][CH2:16]3)=[CH:13][C:8]=2[O:7][CH2:6]1.[CH3:27][O:28][C:29]1[N:34]=[CH:33][C:32](B(O)O)=[CH:31][N:30]=1>>[CH3:1][O:2][C:3](=[O:26])[CH2:4][C@H:5]1[C:9]2[CH:10]=[CH:11][C:12]([O:14][C@H:15]3[C:23]4[C:18](=[C:19]([O:25][C:32]5[CH:31]=[N:30][C:29]([O:28][CH3:27])=[N:34][CH:33]=5)[CH:20]=[CH:21][C:22]=4[F:24])[CH2:17][CH2:16]3)=[CH:13][C:8]=2[O:7][CH2:6]1. Reported procedure: The title compound is prepared from {(S)-6-[(R)-7-fluoro-4-hydroxy-indan-1-yloxy]-2,3-dihydro-benzofuran-3-yl}-acetic acid methyl ester and 2-methoxy-5-pyrimidineboronic acid following a procedure analogous to that described for Intermediate 6. LC (method 2): tR=1.10 min; Mass spectrum (ESI+): m/z=467 [M+H]+.